From a dataset of the Open Reaction Database (ORD), a public repository of structured organic reaction records. describe an organic reaction: reactants, conditions, products, and yield Reactants: COC1=CC=C(C=C1)C(NC(C1=CC=CC=C1)=O)C1=CC(=CC=C1)[N+](=O)[O-] (N-[(4-methoxyphenyl)-(3-nitrophenyl)methyl]benzamide), C(C)O (ethanol), [OH-].[Na+] (sodium hydroxide), [Sn](Cl)Cl (Tin (II) chloride). Run in Cl (hydrochloric acid), Cl (hydrogen chloride), C(C)(=O)OCC (ethyl acetate). Run at time 20 minute. Product: Cl.NC=1C=C(C=CC1)C(NC(C1=CC=CC=C1)=O)C1=CC=C(C=C1)OC (N-[(3-Aminophenyl)-(4-methoxyphenyl)methyl]benzamide hydrochloride). Isolated yield 81.3%. Reaction SMILES: [CH3:1][O:2][C:3]1[CH:8]=[CH:7][C:6]([CH:9]([C:19]2[CH:24]=[CH:23][CH:22]=[C:21]([N+:25]([O-])=O)[CH:20]=2)[NH:10][C:11](=[O:18])[C:12]2[CH:17]=[CH:16][CH:15]=[CH:14][CH:13]=2)=[CH:5][CH:4]=1.C(O)C.[Sn](Cl)[Cl:32].[OH-].[Na+]>Cl.C(OCC)(=O)C>[ClH:32].[NH2:25][C:21]1[CH:20]=[C:19]([CH:9]([C:6]2[CH:5]=[CH:4][C:3]([O:2][CH3:1])=[CH:8][CH:7]=2)[NH:10][C:11](=[O:18])[C:12]2[CH:17]=[CH:16][CH:15]=[CH:14][CH:13]=2)[CH:24]=[CH:23][CH:22]=1 |f:3.4,7.8|. Reported procedure: N-[(4-methoxyphenyl)-(3-nitrophenyl)methyl]benzamide (3.24 g) [prepared as described in step (c) above] was added in small portions to a 1:1 by volume mixture of ethanol and concentrated hydrochloric acid at ambient temperature. Tin (II) chloride (6.78 g) was then added in small portions to the mixture in an ice bath. The mixture was stirred at ambient temperature for 20 minutes and then heated under reflux for 2 hours. After cooling, the reaction mixture was neutralized with aqueous solution of... Starting materials: N1CCC2(CC1)CSC1=C(O2)C2=CC=CC=C2C(C1=O)=O (spiro[naphtho[1,2-b][1,4]oxathiine-2,4′-piperidine]-5,6-dione), C(C)(C)OCC1OC1 (2-(isopropoxymethyl)oxirane). Yields the product OC(CN1CCC2(CC1)CSC1=C(O2)C2=CC=CC=C2C(C1=O)=O)COC(C)C (1′-(2-hydroxy-3-isopropoxypropyl)spiro[naphtho[1,2-b][1,4]oxathiine-2,4′-piperidine]-5,6-dione). Reaction SMILES: [NH:1]1[CH2:6][CH2:5][C:4]2([O:11][C:10]3[C:12]4[C:17]([C:18](=[O:21])[C:19](=[O:20])[C:9]=3[S:8][CH2:7]2)=[CH:16][CH:15]=[CH:14][CH:13]=4)[CH2:3][CH2:2]1.[CH:22]([O:25][CH2:26][CH:27]1[CH2:29][O:28]1)([CH3:24])[CH3:23]>>[OH:28][CH:27]([CH2:26][O:25][CH:22]([CH3:24])[CH3:23])[CH2:29][N:1]1[CH2:2][CH2:3][C:4]2([O:11][C:10]3[C:12]4[C:17]([C:18](=[O:21])[C:19](=[O:20])[C:9]=3[S:8][CH2:7]2)=[CH:16][CH:15]=[CH:14][CH:13]=4)[CH2:5][CH2:6]1. Reported procedure: Compound 169 was synthesized using spiro[naphtho[1,2-b][1,4]oxathiine-2,4′-piperidine]-5,6-dione, 2-(isopropoxymethyl)oxirane and conditions outlined in procedure X. M.p.=97-99° C.; 400 MHz 1H NMR (DMSO-d6) δ: 7.95-7.9 (m, 1H), 7.94-7.7 (m, 2H), 7.65-7.5 (m, 1H), 4.42 (br. s, 1H), 3.72 (br. s, 1H), 3.6-3.45 (m, 1H), 3.35-3.2 (m, 2H), 3.07 (s, 2H), 2.8 (m, 2H), 2.5-2.2 (m, 4H), 2.05-1.7 (m, 4H), 1.07 (d, J=5.2 Hz, 6H); LCMS: 418 [M+H]. Starting materials: CC1(OB(OC1(C)C)C1=CC=C(C(=O)OC)C=C1)C (methyl 4-(4,4,5,5-tetramethyl-1,3,2-dioxaborolan-2-yl)benzoate), O.NN (hydrazine hydrate). Run in CO (methanol). Yields the product CC1(OB(OC1(C)C)C1=CC=C(C(=O)NN)C=C1)C (4-(4,4,5,5-Tetramethyl-1,3,2-dioxaborolan-2-yl)benzohydrazide). Yield: 98.7%. Reaction SMILES: [CH3:1][C:2]1([CH3:19])[C:6]([CH3:8])([CH3:7])[O:5][B:4]([C:9]2[CH:18]=[CH:17][C:12]([C:13](OC)=[O:14])=[CH:11][CH:10]=2)[O:3]1.O.[NH2:21][NH2:22]>CO>[CH3:1][C:2]1([CH3:19])[C:6]([CH3:8])([CH3:7])[O:5][B:4]([C:9]2[CH:18]=[CH:17][C:12]([C:13]([NH:21][NH2:22])=[O:14])=[CH:11][CH:10]=2)[O:3]1 |f:1.2|. Procedure: 20 g (76 mmol) of methyl 4-(4,4,5,5-tetramethyl-1,3,2-dioxaborolan-2-yl)benzoate are dissolved in 150 ml of methanol, 6 g (120 mmol) of hydrazine hydrate are added, and the mixture is refluxed for 12 hours. Removal of 120 ml of methanol by distillation gives 19.8 g (75 mmol, 98%) of product. The compounds of the formula (III) are obtained analogously using the compounds shown in Table 3. The reactants are Cc1ncc(Br)c2cc[nH]c12, [Cu+], CCCC[Sn](CCCC)(CCCC)c1nc(N2CCOCC2)c2sc(CN3CCN(C(C)(C)C(N)=O)CC3)cc2n1, C1COCCO1, c1ccc(P(c2ccccc2)(c2ccccc2)[Pd](P(c2ccccc2)(c2ccccc2)c2ccccc2)(P(c2ccccc2)(c2ccccc2)c2ccccc2)P(c2ccccc2)(c2ccccc2)c2ccccc2)cc1, O=C([O-])c1cccs1. The product is Cc1ncc(-c2nc(N3CCOCC3)c3sc(CN4CCN(C(C)(C)C(N)=O)CC4)cc3n2)c2cc[nH]c12. Reaction SMILES: [Br:42][c:43]1[c:44]2[c:45]([c:46]([CH3:49])[n:47][cH:48]1)[nH:50][cH:51][cH:52]2.[Cu+:67].[O:1]1[CH2:2][CH2:3][N:4]([c:7]2[c:8]3[c:9]([n:10][c:11]([Sn:13]([CH2:14][CH2:15][CH2:16][CH3:17])([CH2:18][CH2:19][CH2:20][CH3:21])[CH2:22][CH2:23][CH2:24][CH3:25])[n:12]2)[cH:26][c:27]([CH2:29][N:30]2[CH2:31][CH2:32][N:33]([C:36]([C:37](=[O:38])[NH2:39])([CH3:40])[CH3:41])[CH2:34][CH2:35]2)[s:28]3)[CH2:5][CH2:6]1.[O:53]1[CH2:54][CH2:55][O:56][CH2:57][CH2:58]1.[cH:68]1[cH:69][cH:70][c:71]([P:72]([Pd:73]([P:74]([c:75]2[cH:76][cH:77][cH:78][cH:79][cH:80]2)([c:81]2[cH:82][cH:83][cH:84][cH:85][cH:86]2)[c:87]2[cH:88][cH:89][cH:90][cH:91][cH:92]2)([P:93]([c:94]2[cH:95][cH:96][cH:97][cH:98][cH:99]2)([c:100]2[cH:101][cH:102][cH:103][cH:104][cH:105]2)[c:106]2[cH:107][cH:108][cH:109][cH:110][cH:111]2)[P:112]([c:113]2[cH:114][cH:115][cH:116][cH:117][cH:118]2)([c:119]2[cH:120][cH:121][cH:122][cH:123][cH:124]2)[c:125]2[cH:126][cH:127][cH:128][cH:129][cH:130]2)([c:131]2[cH:132][cH:133][cH:134][cH:135][cH:136]2)[c:137]2[cH:138][cH:139][cH:140][cH:141][cH:142]2)[cH:143][cH:144]1.[s:59]1[cH:60][cH:61][cH:62][c:63]1[C:64]([O-:65])=[O:66]>>[O:1]1[CH2:2][CH2:3][N:4]([c:7]2[c:8]3[c:9]([n:10][c:11](-[c:43]4[c:44]5[c:45]([c:46]([CH3:49])[n:47][cH:48]4)[nH:50][cH:51][cH:52]5)[n:12]2)[cH:26][c:27]([CH2:29][N:30]2[CH2:31][CH2:32][N:33]([C:36]([C:37](=[O:38])[NH2:39])([CH3:40])[CH3:41])[CH2:34][CH2:35]2)[s:28]3)[CH2:5][CH2:6]1. The reactants are CCOCC (Et2O), C(C)(C)(C)OC(=O)N1N=C(C2=CC=CC=C12)CC1C(N(C2=C(N(C1=O)CC(=O)N(C1=CC=C(C=C1)OC)C(C)C)C=CC=C2)C2=CSC=C2)=O (2-[3-(1-tert-butoxycarbonyl-1H-indazol-3-ylmethyl)-2,4-dioxo-5-thiophen-3-yl-2,3,4,5-tetrahydro-benzo[b][1,4]diazepin-1-yl]-N-isopropyl-N-(4-methoxy-phenyl)-acetamide), Intermediate 59, Cl (HCl). Solvent: O1CCOCC1 (dioxane). Conditions: time 4 hour. Yields the product N1N=C(C2=CC=CC=C12)CC1C(N(C2=C(N(C1=O)CC(=O)N(C1=CC=C(C=C1)OC)C(C)C)C=CC=C2)C2=CSC=C2)=O (2-[3-(1H-Indazol-3-ylmethyl)-2,4-dioxo-5-thiophen-3-yl-2,3,4,5-tetrahydro-benzo[b][1,4]diazepin-1-yl]-N-isopropyl-N-(4-methoxy-phenyl)-acetamide). The yield is 14.9%. As a reaction SMILES: C(OC([N:8]1[C:16]2[C:11](=[CH:12][CH:13]=[CH:14][CH:15]=2)[C:10]([CH2:17][CH:18]2[C:24](=[O:25])[N:23]([CH2:26][C:27]([N:29]([CH:38]([CH3:40])[CH3:39])[C:30]3[CH:35]=[CH:34][C:33]([O:36][CH3:37])=[CH:32][CH:31]=3)=[O:28])[C:22]3[CH:41]=[CH:42][CH:43]=[CH:44][C:21]=3[N:20]([C:45]3[CH:49]=[CH:48][S:47][CH:46]=3)[C:19]2=[O:50])=[N:9]1)=O)(C)(C)C.Cl.CCOCC>O1CCOCC1>[NH:8]1[C:16]2[C:11](=[CH:12][CH:13]=[CH:14][CH:15]=2)[C:10]([CH2:17][CH:18]2[C:24](=[O:25])[N:23]([CH2:26][C:27]([N:29]([CH:38]([CH3:40])[CH3:39])[C:30]3[CH:35]=[CH:34][C:33]([O:36][CH3:37])=[CH:32][CH:31]=3)=[O:28])[C:22]3[CH:41]=[CH:42][CH:43]=[CH:44][C:21]=3[N:20]([C:45]3[CH:49]=[CH:48][S:47][CH:46]=3)[C:19]2=[O:50])=[N:9]1. Procedure: To 590 mg (0.80 mmol) of crude 2-[3-(1-tert-butoxycarbonyl-1H-indazol-3-ylmethyl)-2,4-dioxo-5-thiophen-3-yl-2,3,4,5-tetrahydro-benzo[b][1,4]diazepin-1-yl]-N-isopropyl-N-(4-methoxy-phenyl)-acetamide, prepared as in Intermediate 59, is added 10 mL of 4N HCl in dioxane at RT. The resulting solution is stirred 4 h and 100 mL of Et2O is added. The precipitate is filtered and purified by RP-HPLC (30-60% acetonitrile/ H2O over 30 min) to afford 71 mg of the title compound: 1H NMR (DMSO-d6, 300 MHz) δ7.... The reactants are O=[N+]([O-])c1cc(C(F)(F)F)c(OCC(F)(F)F)cc1Br, CN1CCCC1=O, Cl, N#C[Cu]. The product is N#Cc1cc(OCC(F)(F)F)c(C(F)(F)F)cc1[N+](=O)[O-]. RXN SMILES: [Br:1][c:2]1[c:3]([N+:18](=[O:19])[O-:20])[cH:4][c:5]([C:14]([F:15])([F:16])[F:17])[c:6]([O:8][CH2:9][C:10]([F:11])([F:12])[F:13])[cH:7]1.[CH3:25][N:26]1[CH2:27][CH2:28][CH2:29][C:30]1=[O:31].[ClH:24].[Cu:21][C:22]#[N:23]>>[c:2]1([C:22]#[N:23])[c:3]([N+:18](=[O:19])[O-:20])[cH:4][c:5]([C:14]([F:15])([F:16])[F:17])[c:6]([O:8][CH2:9][C:10]([F:11])([F:12])[F:13])[cH:7]1.